Task: describe an organic reaction: reactants, conditions, products, and yield. Dataset: the Open Reaction Database (ORD), a public repository of structured organic reaction records Starting materials: CS(=O)(=O)C=1C=CC(=C(N)C1)C (5-methanesulphonyl-2-methylaniline), ClCC(=O)Cl (chloroacetyl chloride). The product is ClCC(=O)NC1=C(C=CC(=C1)S(=O)(=O)C)C (2-Chloro-N-(2-methyl-5-methanesulphonylphenyl)acetamide). Reaction SMILES: [CH3:1][S:2]([C:5]1[CH:6]=[CH:7][C:8]([CH3:12])=[C:9]([CH:11]=1)[NH2:10])(=[O:4])=[O:3].[Cl:13][CH2:14][C:15](Cl)=[O:16]>>[Cl:13][CH2:14][C:15]([NH:10][C:9]1[CH:11]=[C:5]([S:2]([CH3:1])(=[O:3])=[O:4])[CH:6]=[CH:7][C:8]=1[CH3:12])=[O:16]. Reported procedure: The subtitle compound was prepared from 5-methanesulphonyl-2-methylaniline (0.82 g) and chloroacetyl chloride (0.72 ml) by the method of Example 33 step (iii) as a beige solid. Yield: 0.61 g Starting materials: COC1=CC(=NC=C1)C1=CC(=C(C=C1)C)[N+](=O)[O-] (4-(4-methoxypyridin-2-yl)-2-nitrotoluene). Reagents/catalysts: [Pd] (palladium on carbon). Run in O1CCCC1 (tetrahydrofuran), C(C)O (ethanol). The product is COC1=CC(=NC=C1)C=1C=CC(=C(N)C1)C (5-(4-methoxypyridin-2-yl)-2-methylaniline). The yield is 96.5%. Reaction SMILES: [CH3:1][O:2][C:3]1[CH:8]=[CH:7][N:6]=[C:5]([C:9]2[CH:14]=[CH:13][C:12]([CH3:15])=[C:11]([N+:16]([O-])=O)[CH:10]=2)[CH:4]=1>O1CCCC1.C(O)C.[Pd]>[CH3:1][O:2][C:3]1[CH:8]=[CH:7][N:6]=[C:5]([C:9]2[CH:14]=[CH:13][C:12]([CH3:15])=[C:11]([CH:10]=2)[NH2:16])[CH:4]=1. Reported procedure: A suspension of 4-(4-methoxypyridin-2-yl)-2-nitrotoluene (300 mg) in tetrahydrofuran (3 ml) and ethanol (3 ml) was hydrogenated over palladium on carbon (10% w/w, 50% wet, 150 mg) under a hydrogen atmosphere for 3 hours. The catalyst was filtered off, and the filtrate was evaporated under reduced pressure to give 5-(4-methoxypyridin-2-yl)-2-methylaniline (254 mg). Starting materials: Br, COc1cccc(F)c1-c1ccc(Cl)cc1C. The product is Cc1cc(Cl)ccc1-c1c(O)cccc1F. As a reaction SMILES: [BrH:18].[Cl:1][c:2]1[cH:3][c:4]([CH3:17])[c:5](-[c:8]2[c:9]([F:16])[cH:10][cH:11][cH:12][c:13]2[O:14][CH3:15])[cH:6][cH:7]1>>[Cl:1][c:2]1[cH:3][c:4]([CH3:17])[c:5](-[c:8]2[c:9]([F:16])[cH:10][cH:11][cH:12][c:13]2[OH:14])[cH:6][cH:7]1.